This data is from the Open Reaction Database (ORD), a public repository of structured organic reaction records. The task is: describe an organic reaction: reactants, conditions, products, and yield The reactants are CN1C=C(C2=CC=CC=C12)C(=O)O (1-Methyl-1H-indole-3-carboxylic acid), NC=1SC=CN1 (2-aminothiazole). Product: S1C(=NC=C1)NC(=O)C1=CN(C2=CC=CC=C12)C (1-Methyl-1H-indole-3-carboxylic acid thiazol-2-ylamide). As a reaction SMILES: [CH3:1][N:2]1[C:10]2[C:5](=[CH:6][CH:7]=[CH:8][CH:9]=2)[C:4]([C:11]([OH:13])=O)=[CH:3]1.[NH2:14][C:15]1[S:16][CH:17]=[CH:18][N:19]=1>>[S:16]1[CH:17]=[CH:18][N:19]=[C:15]1[NH:14][C:11]([C:4]1[C:5]2[C:10](=[CH:9][CH:8]=[CH:7][CH:6]=2)[N:2]([CH3:1])[CH:3]=1)=[O:13]. Reported procedure: 1-Methyl-1H-indole-3-carboxylic acid and 2-aminothiazole was coupled and purified according to the conditions described in General Procedure (B), Step C). As a reaction SMILES: [Cl:1][C:2]1[N:3]=[CH:4][C:5]2[NH:11][C:10](=[O:12])[CH:9]([CH3:13])[CH:8]([CH3:14])[N:7]([CH:15]3[CH2:17][CH2:16]3)[C:6]=2[N:18]=1.I[CH3:20].[H-].[Na+]>O>[Cl:1][C:2]1[N:3]=[CH:4][C:5]2[N:11]([CH3:20])[C:10](=[O:12])[CH:9]([CH3:13])[CH:8]([CH3:14])[N:7]([CH:15]3[CH2:16][CH2:17]3)[C:6]=2[N:18]=1 |f:2.3|. Procedure details: To a mixture of 0.266 g (0.001 mole) of (rac)-2-chloro-9-cyclopropyl-7,8-dimethyl-5,7,8,9-tetrahydro-pyrimido[4,5-b][1,4]diazepin-6-one (VI-46) and 0.093 mL (0.0015 mole) of iodomethane at 0 degrees was added 0.06 g (0.0015 mole) of 60% sodium hydride in oil. The mixture was stirred at ambient temperature for 1 hour, then 20 mL of water was added. The precipitate was collected by filtration to give 0.25 g of (rac)-2-chloro-9-cyclopropyl-5,7,8-trimethyl-5,7,8,9-tetrahydro-pyrimido[4,5-b][1,4]diaz... Conditions: time 1 hour. The reactants are ClC=1N=CC2=C(N(C(C(C(N2)=O)C)C)C2CC2)N1 ((rac)-2-chloro-9-cyclopropyl-7,8-dimethyl-5,7,8,9-tetrahydro-pyrimido[4,5-b][1,4]diazepin-6-one), IC (iodomethane), [H-].[Na+] (sodium hydride). The yield is 89.0%. Run in O (water). The product is ClC=1N=CC2=C(N(C(C(C(N2C)=O)C)C)C2CC2)N1 ((rac)-2-chloro-9-cyclopropyl-5,7,8-trimethyl-5,7,8,9-tetrahydro-pyrimido[4,5-b][1,4]diazepin-6-one). Starting materials: C([O-])(O)=O.[Na+] (sodium bicarbonate), S(=O)(Cl)Cl (sulphinyl chloride), C1(=CC=CC=C1)C1CCC(N1)C(=O)OC(C)(C)C (tert-butyl (2RS,5SR)-5-phenylprolinate), CC=1C=C(C=CC1)NC(NCC(=O)O)=O (2-[3-(3-methylphenyl)ureido]acetic acid). Run in ClCCCl (1,2-dichloroethane). Yields the product CC=1C=C(C=CC1)NC(NCC(=O)N1C(C(=O)OC(C)(C)C)CCC1C1=CC=CC=C1)=O (tert-butyl (2RS,5SR)-1-{2-[3-(3-methylphenyl)ureido]acetyl}-5-phenylprolinate). The yield is 18.3%. As a reaction SMILES: S(Cl)(Cl)=O.[C:5]1([CH:11]2[NH:15][CH:14]([C:16]([O:18][C:19]([CH3:22])([CH3:21])[CH3:20])=[O:17])[CH2:13][CH2:12]2)[CH:10]=[CH:9][CH:8]=[CH:7][CH:6]=1.[CH3:23][C:24]1[CH:25]=[C:26]([NH:30][C:31](=[O:37])[NH:32][CH2:33][C:34](O)=[O:35])[CH:27]=[CH:28][CH:29]=1.C(=O)(O)[O-].[Na+]>ClCCCl>[CH3:23][C:24]1[CH:25]=[C:26]([NH:30][C:31](=[O:37])[NH:32][CH2:33][C:34]([N:15]2[CH:11]([C:5]3[CH:6]=[CH:7][CH:8]=[CH:9][CH:10]=3)[CH2:12][CH2:13][CH:14]2[C:16]([O:18][C:19]([CH3:22])([CH3:21])[CH3:20])=[O:17])=[O:35])[CH:27]=[CH:28][CH:29]=1 |f:3.4|. Reported procedure: 0.9 cm3 of sulphinyl chloride is added slowly to a suspension of 3.1 g of tert-butyl (2RS,5SR)-5-phenylprolinate and 2.6 g of 2-[3-(3-methylphenyl)ureido]acetic acid in 100 cm3 of anhydrous 1,2-dichloroethane heated to reflux. The reaction mixture is then heated under reflux for 15 minutes, then cooled to 50° C. and neutralized to a pH of 7-8 by addition of a 10% aqueous sodium bicarbonate solution. The organic phase is washed with 3 times 50 cm3 of water, dried over magnesium sulphate, filtered...